Dataset: the Open Reaction Database (ORD), a public repository of structured organic reaction records. Task: describe an organic reaction: reactants, conditions, products, and yield Starting materials: [BH3-]C#N.[Na+] (NaCNBH3), CC(=O)O (AcOH), C1(=CC=CC=C1)C1CCNCC1 (4-phenylpiperidine), solution, C=O (HCHO). Solvent: C(Cl)Cl (CH2Cl2), CC#N (CH3CN), O (H2O). The product is CN1CCC(CC1)C1=CC=CC=C1 (1-methyl-4-phenylpiperidine). RXN SMILES: [C:1]1([CH:7]2[CH2:12][CH2:11][NH:10][CH2:9][CH2:8]2)[CH:6]=[CH:5][CH:4]=[CH:3][CH:2]=1.C=O.[BH3-][C:16]#N.[Na+].CC(O)=O>CC#N.O.C(Cl)Cl>[CH3:16][N:10]1[CH2:9][CH2:8][CH:7]([C:1]2[CH:6]=[CH:5][CH:4]=[CH:3][CH:2]=2)[CH2:12][CH2:11]1 |f:2.3|. Reported procedure: To a stirring mixture at RT of 4-phenylpiperidine (5.24 g, 32.48 mmol) in CH3CN (95 ml) was added a 37% solution of HCHO in H2O (13 ml). To this mixture was added NaCNBH3 (3.27 g, 51.97 mmol). AcOH was added dropwise every 10 min over the next h to maintain the reaction pH near 7. The reaction volume was then reduced in vacuo. The reaction mix was diluted with CH2Cl2 and washed with 2N NaOH and then brine. The crude was concentrated in vacuo and eluted through a silica gel column with 10% MeOH/C...